Dataset: the Open Reaction Database (ORD), a public repository of structured organic reaction records. Task: describe an organic reaction: reactants, conditions, products, and yield Reactants: FC1=C(C=CC(=C1)F)C([C@H](C)OS(=O)(=O)C(F)(F)F)=O ((2S)-2', 4'-difluoro-2-trifluoromethanesulfonyloxypropiophenone), FC(C(F)F)(OC1=CC=C(C=C1)N1C(NC=C1)=O)F (1-[4-(1,1,2,2-Tetrafluoroethoxy)phenyl]-2(1H,3H)-imidazolone). Run in O1CCCC1 (tetrahydrofuran), C(C)(=O)O (acetic acid), C(C)(=O)OCC (ethyl acetate), CN1C(CCC1)=O (1-methyl-2-pyrrolidone), [H-].[Na+] (sodium hydride), oil. Run at time 30 minute. Product: FC1=C(C=CC(=C1)F)C([C@@H](C)N1C(N(C=C1)C1=CC=C(C=C1)OC(C(F)F)(F)F)=O)=O (1-[(1R)-2-(2,4-difluorophenyl)-2-oxo-1-methylethyl]-3-[4-(1,1,2,2-tetrafluoroethoxy)phenyl]-2(1H,3H)-imidazolone). Isolated yield 41.1%. As a reaction SMILES: [F:1][C:2]([F:19])([O:6][C:7]1[CH:12]=[CH:11][C:10]([N:13]2[CH:17]=[CH:16][NH:15][C:14]2=[O:18])=[CH:9][CH:8]=1)[CH:3]([F:5])[F:4].[F:20][C:21]1[CH:26]=[C:25]([F:27])[CH:24]=[CH:23][C:22]=1[C:28](=[O:39])[C@@H:29](OS(C(F)(F)F)(=O)=O)[CH3:30]>CN1CCCC1=O.[H-].[Na+].O1CCCC1.C(O)(=O)C.C(OCC)(=O)C>[F:20][C:21]1[CH:26]=[C:25]([F:27])[CH:24]=[CH:23][C:22]=1[C:28](=[O:39])[C@H:29]([N:15]1[CH:16]=[CH:17][N:13]([C:10]2[CH:11]=[CH:12][C:7]([O:6][C:2]([F:1])([F:19])[CH:3]([F:4])[F:5])=[CH:8][CH:9]=2)[C:14]1=[O:18])[CH3:30] |f:3.4|. Procedure details: 1-[4-(1,1,2,2-Tetrafluoroethoxy)phenyl]-2(1H,3H)-imidazolone (1.42 g) was dissolved in 10 ml of 1-methyl-2-pyrrolidone, to which 60% sodium hydride in oil (0.198 g) was added. The mixture was stirred at room temperature for 30 minutes. The reaction solution was ice-cooled and added dropwise under nitrogen atmosphere over the period of 10 minutes to a solution of 1.8 g of (2S)-2', 4'-difluoro-2-trifluoromethanesulfonyloxypropiophenone in 50 ml of tetrahydrofuran which was cooled to -40° C. Then, ... Starting materials: C(C)(=O)N1C=C2C(=C1)CC(CC2)NC(C)=O (2-acetyl-5-acetamido-4,5,6,7-tetrahydro-2H-benzo[c]pyrrole), [OH-].[Na+] (sodium hydroxide), C(C)O (ethanol). The solvent is O (water), O (water). Product: C1CC2=CNC=C2CC1N (dl-5-amino-4,5,6,7-tetrahydro-2H-benzo[c]pyrrol). Reaction SMILES: C([N:4]1[CH:8]=[C:7]2[CH2:9][CH:10]([NH:13]C(=O)C)[CH2:11][CH2:12][C:6]2=[CH:5]1)(=O)C.[OH-].[Na+].C(O)C>O>[CH2:11]1[CH:10]([NH2:13])[CH2:9][C:7]2[C:6](=[CH:5][NH:4][CH:8]=2)[CH2:12]1 |f:1.2|. Procedure: A hydrolysis mixture was prepared from 5.1 g. of dl-2-acetyl-5-acetamido-4,5,6,7-tetrahydro-2H-benzo[c]pyrrole, 50 g. of sodium hydroxide, 50 ml. of water, and 200 ml. of ethanol. The mixture was heated to refluxing temperature under a nitrogen atmosphere for about 16 hours and was then cooled. The cooled mixture was diluted with water. The alkaline aqueous mixture was extracted several times with methylene dichloride, the methylene dichloride extracts were combined and the combined extracts was... Reactants: BrC1=CC=C(C=C1)S(=O)(=O)NC1=C(C=CC(=C1)N1C[C@H](N[C@H](C1)C)C)OC (4-bromo-N-[5-(cis-3,5-dimethyl-1-piperazinyl)-2-(methyloxy)phenyl]benzenesulfonamide), ClC=1C=C(C=CC1)B(O)O ((3-chlorophenyl)boronic acid), CC(C)([O-])C.[K+] (potassium tert-butoxide). Solvent: COCCOC (DME), O (water). Reagents/catalysts: C=1C=CC(=CC1)[P](C=2C=CC=CC2)(C=3C=CC=CC3)[Pd]([P](C=4C=CC=CC4)(C=5C=CC=CC5)C=6C=CC=CC6)([P](C=7C=CC=CC7)(C=8C=CC=CC8)C=9C=CC=CC9)[P](C=1C=CC=CC1)(C=1C=CC=CC1)C=1C=CC=CC1 (tetrakis(triphenylphosphine)palladium(0)). Procedure: To a mixture of 4-bromo-N-[5-(cis-3,5-dimethyl-1-piperazinyl)-2-(methyloxy)phenyl]benzenesulfonamide (E106) (75 mg, 0.17 mmol) and (3-chlorophenyl)boronic acid (56 mg, 0.36 mmol) in DME (3 ml) was added potassium tert-butoxide (180 mg, 1.60 mmol) and tetrakis(triphenylphosphine)palladium(0) (15 mg, 0.01 mmol) in water (1 ml) and the resulting mixture stirred in a microwave (set at high absorbance) at 100° C. for 30 minutes. The resulting mixture was then evaporated in vacuo and purified using an... Reaction conditions: temperature 100 celsius, time 30 minute. Product: ClC=1C=C(C=CC1)C1=CC=C(C=C1)S(=O)(=O)NC1=C(C=CC(=C1)N1C[C@H](N[C@H](C1)C)C)OC (3′-Chloro-N-[5-(cis-3,5-dimethyl-1-piperazinyl)-2-(methyloxy)phenyl]-4-biphenylsulfonamide). Reaction SMILES: Br[C:2]1[CH:7]=[CH:6][C:5]([S:8]([NH:11][C:12]2[CH:17]=[C:16]([N:18]3[CH2:23][C@H:22]([CH3:24])[NH:21][C@H:20]([CH3:25])[CH2:19]3)[CH:15]=[CH:14][C:13]=2[O:26][CH3:27])(=[O:10])=[O:9])=[CH:4][CH:3]=1.[Cl:28][C:29]1[CH:30]=[C:31](B(O)O)[CH:32]=[CH:33][CH:34]=1.CC(C)([O-])C.[K+]>COCCOC.O.C1C=CC([P]([Pd]([P](C2C=CC=CC=2)(C2C=CC=CC=2)C2C=CC=CC=2)([P](C2C=CC=CC=2)(C2C=CC=CC=2)C2C=CC=CC=2)[P](C2C=CC=CC=2)(C2C=CC=CC=2)C2C=CC=CC=2)(C2C=CC=CC=2)C2C=CC=CC=2)=CC=1>[Cl:28][C:29]1[CH:34]=[C:33]([C:2]2[CH:3]=[CH:4][C:5]([S:8]([NH:11][C:12]3[CH:17]=[C:16]([N:18]4[CH2:19][C@H:20]([CH3:25])[NH:21][C@H:22]([CH3:24])[CH2:23]4)[CH:15]=[CH:14][C:13]=3[O:26][CH3:27])(=[O:10])=[O:9])=[CH:6][CH:7]=2)[CH:32]=[CH:31][CH:30]=1 |f:2.3,^1:54,56,75,94|. Reported procedure: To a solution of 1-(6-methyl-pyrimidin-4-yl)-piperidin-4-ylamine dihydrochloride (53 mg, 0.2 mmol) and N,N-diisopropylethyl amine (120 L, 0.7 mmol) in N-methyl-pyrrolidinone (0.5 mL) was added a solution of 2-[2-chloro-6-(4-chloro-benzyl)-pyrimidin-4-yl]-propan-2-ol (65.4 mg, 0.22 mmol)) in dioxane (1.5 mL). The reaction was heated at 160° C. in a microwave oven for 5 hours. The reaction was diluted with water and extracted twice with ethyl acetate. The combined organic layers were washed with w... Yield: 30.0%. Solvent: O (water), CN1C(CCC1)=O (N-methyl-pyrrolidinone), O1CCOCC1 (dioxane). Reactants: Cl.Cl.CC1=CC(=NC=N1)N1CCC(CC1)N (1-(6-methyl-pyrimidin-4-yl)-piperidin-4-ylamine dihydrochloride), C(C)(C)N(C(C)C)CC (N,N-diisopropylethyl amine), ClC1=NC(=CC(=N1)C(C)(C)O)CC1=CC=C(C=C1)Cl (2-[2-chloro-6-(4-chloro-benzyl)-pyrimidin-4-yl]-propan-2-ol). Reaction conditions: temperature 160 celsius. RXN SMILES: Cl.Cl.[CH3:3][C:4]1[N:9]=[CH:8][N:7]=[C:6]([N:10]2[CH2:15][CH2:14][CH:13]([NH2:16])[CH2:12][CH2:11]2)[CH:5]=1.C(N(CC)C(C)C)(C)C.Cl[C:27]1[N:32]=[C:31]([C:33]([OH:36])([CH3:35])[CH3:34])[CH:30]=[C:29]([CH2:37][C:38]2[CH:43]=[CH:42][C:41]([Cl:44])=[CH:40][CH:39]=2)[N:28]=1>CN1CCCC1=O.O1CCOCC1.O>[Cl:44][C:41]1[CH:42]=[CH:43][C:38]([CH2:37][C:29]2[N:28]=[C:27]([NH:16][CH:13]3[CH2:14][CH2:15][N:10]([C:6]4[CH:5]=[C:4]([CH3:3])[N:9]=[CH:8][N:7]=4)[CH2:11][CH2:12]3)[N:32]=[C:31]([C:33]([OH:36])([CH3:35])[CH3:34])[CH:30]=2)=[CH:39][CH:40]=1 |f:0.1.2|. Yields the product ClC1=CC=C(CC2=CC(=NC(=N2)NC2CCN(CC2)C2=NC=NC(=C2)C)C(C)(C)O)C=C1 (2-{6-(4-Chloro-benzyl)-2-[1-(6-methyl-pyrimidin-4-yl)-piperidin-4-ylamino]-pyrimidin-4-yl}-propan-2-ol), solid. The reactants are O=C(Cl)c1ccc(Cl)cc1, NCCN. Product: NCCNC(=O)c1ccc(Cl)cc1, Cl. As a reaction SMILES: [Cl:1][C:2](=[O:3])[c:4]1[cH:5][cH:6][c:7]([Cl:8])[cH:9][cH:10]1.[NH2:11][CH2:12][CH2:13][NH2:14]>>[C:2](=[O:3])([c:4]1[cH:5][cH:6][c:7]([Cl:8])[cH:9][cH:10]1)[NH:14][CH2:13][CH2:12][NH2:11].[ClH:1]. The reactants are O=C([O-])[O-], CI, CN(C)C=O, O=c1[nH]c(C(F)(F)F)cnc1-c1ccc(F)cc1, [K+], [K+], O. Yields the product Cn1c(C(F)(F)F)cnc(-c2ccc(F)cc2)c1=O. As a reaction SMILES: [C:19](=[O:20])([O-:21])[O-:22].[CH3:25][I:26].[CH3:28][N:29]([CH3:30])[CH:31]=[O:32].[F:1][c:2]1[cH:3][cH:4][c:5](-[c:8]2[c:9](=[O:18])[nH:10][c:11]([C:14]([F:15])([F:16])[F:17])[cH:12][n:13]2)[cH:6][cH:7]1.[K+:23].[K+:24].[OH2:27]>>[F:1][c:2]1[cH:3][cH:4][c:5](-[c:8]2[c:9](=[O:18])[n:10]([CH3:19])[c:11]([C:14]([F:15])([F:16])[F:17])[cH:12][n:13]2)[cH:6][cH:7]1.